Task: describe an organic reaction: reactants, conditions, products, and yield. Dataset: the Open Reaction Database (ORD), a public repository of structured organic reaction records Reactants: CC(C)NC(=O)N1CCC(CCOc2cccc(C(=O)O)c2)CC1, NC1C2CC3CC1CC(CO)(C3)C2. The product is CC(C)NC(=O)N1CCC(CCOc2cccc(C(=O)NC3C4CC5CC3CC(CO)(C5)C4)c2)CC1. As a reaction SMILES: [CH:1]([CH3:2])([CH3:3])[NH:4][C:5](=[O:6])[N:7]1[CH2:8][CH2:9][CH:10]([CH2:13][CH2:14][O:15][c:16]2[cH:17][c:18]([C:19](=[O:20])[OH:21])[cH:22][cH:23][cH:24]2)[CH2:11][CH2:12]1.[NH2:25][CH:26]1[CH:27]2[CH2:28][C:29]3([CH2:36][OH:37])[CH2:30][CH:31]([CH2:32][CH:33]1[CH2:34]3)[CH2:35]2>>[CH:1]([CH3:2])([CH3:3])[NH:4][C:5](=[O:6])[N:7]1[CH2:8][CH2:9][CH:10]([CH2:13][CH2:14][O:15][c:16]2[cH:17][c:18]([C:19](=[O:21])[NH:25][CH:26]3[CH:27]4[CH2:28][C:29]5([CH2:36][OH:37])[CH2:30][CH:31]([CH2:32][CH:33]3[CH2:34]5)[CH2:35]4)[cH:22][cH:23][cH:24]2)[CH2:11][CH2:12]1.